From a dataset of the Open Reaction Database (ORD), a public repository of structured organic reaction records. describe an organic reaction: reactants, conditions, products, and yield Starting materials: S(C#N)C1=CC=C(C=2CCCC12)O (7-Thiocyanato-indan-4-ol), C([O-])([O-])=O.[Cs+].[Cs+] (cesium carbonate), BrCC(=O)OC (methyl bromoacetate). The solvent is C(C)#N (acetonitrile). The product is COC(COC1=C2CCCC2=C(C=C1)SC#N)=O ((7-Thiocyanato-indan-4-yloxy)-acetic acid methyl ester). As a reaction SMILES: [S:1]([C:4]1[C:12]2[CH2:11][CH2:10][CH2:9][C:8]=2[C:7]([OH:13])=[CH:6][CH:5]=1)[C:2]#[N:3].C(=O)([O-])[O-].[Cs+].[Cs+].Br[CH2:21][C:22]([O:24][CH3:25])=[O:23]>C(#N)C>[CH3:25][O:24][C:22](=[O:23])[CH2:21][O:13][C:7]1[CH:6]=[CH:5][C:4]([S:1][C:2]#[N:3])=[C:12]2[C:8]=1[CH2:9][CH2:10][CH2:11]2 |f:1.2.3|. Procedure: 7-Thiocyanato-indan-4-ol (Example 1B) (3.23 g, 16.89 mmol), cesium carbonate (11 g, 33.8 mmol) and methyl bromoacetate (2.58 g, 16.89 mmol) were stirred in 20 ml acetonitrile at ambient temperature for 4 h. The reaction was filtered and concentrated. The crude product was recrystallized from ethyl acetate/heaxanes to afford the title product. MS m/z 239 (M+1). The reactants are FC(C(=O)N1CCC2=C(CC1)C=C(C=C2)O)(F)F (2,2,2-Trifluoro-1-(7-hydroxy-1,2,4,5-tetrahydro-benzo[d]azepin-3-yl)-ethanone), C1CC(=O)N(C1=O)Br (NBS). Run in C(C)#N (acetonitrile). Reaction conditions: temperature 80 celsius. Yields the product BrC1=CC2=C(CCN(CC2)C(C(F)(F)F)=O)C=C1O (1-(7-Bromo-8-hydroxy-1,2,4,5-tetrahydro-benzo[d]azepin-3-yl)-2,2,2-trifluoro-ethanone). The yield is 68.4%. RXN SMILES: [F:1][C:2]([F:18])([F:17])[C:3]([N:5]1[CH2:11][CH2:10][C:9]2[CH:12]=[C:13]([OH:16])[CH:14]=[CH:15][C:8]=2[CH2:7][CH2:6]1)=[O:4].C1C(=O)N([Br:26])C(=O)C1>C(#N)C>[Br:26][C:14]1[C:13]([OH:16])=[CH:12][C:9]2[CH2:10][CH2:11][N:5]([C:3](=[O:4])[C:2]([F:1])([F:17])[F:18])[CH2:6][CH2:7][C:8]=2[CH:15]=1. Reported procedure: Into a 100 ml flask, the product of step (d) (1.65 g, 6.37 mmol) dissolved in acetonitrile (25 ml) was added. To this stirred solution, NBS (1.07 g, 6.05 mmol) was added. The reaction mixture was heated to 80° C. for 15 minutes and then partitioned between water and EtOAc. The aqueous layer was extracted with EtOAc (3×). The combined EtOAc extracts were washed with brine, dried over Na2SO4, and solvent evaporated in vacuo to give the crude product. Purification by silica-gel chromatography (grad... The reactants are ClC1=C(C(=C(C(=C1F)[N+](=O)[O-])F)Cl)O (2,6-dichloro-3,5-difluoro-4-nitrophenol), [H][H] (hydrogen), [H][H] (hydrogen). Reagents/catalysts: [Ni] (Raney nickel). The solvent is CO (methanol). The product is ClC1=C(C(=C(C(=C1F)N)F)Cl)O (2,6-Dichloro-3,5-difluoro-4-amino-phenol). RXN SMILES: [Cl:1][C:2]1[C:7]([F:8])=[C:6]([N+:9]([O-])=O)[C:5]([F:12])=[C:4]([Cl:13])[C:3]=1[OH:14].[H][H]>CO.[Ni]>[Cl:1][C:2]1[C:7]([F:8])=[C:6]([NH2:9])[C:5]([F:12])=[C:4]([Cl:13])[C:3]=1[OH:14]. Procedure: 18 g of 2,6-dichloro-3,5-difluoro-4-nitrophenol are hydrogenated in 100 ml of methanol in the presence of 1.5 g of Raney nickel at 25°-45° C. using 30-50 bar of hydrogen until the take-up of hydrogen is complete. After filtration, the solution is freed from solvent under reduced pressure. 13 g of aminophenol (GC purity 98.4%) remain; m.p. 151° C. The reactants are F[B-](F)(F)F, CN(C)C=O, O=C(O)c1cc2cc(C(=O)N3CCN(C4CCCC4)CC3)ccc2[nH]1, CCN(C(C)C)C(C)C, Cl, FC(F)(F)C1CCNCC1, CN(C)C(On1nnc2ccccc21)=[N+](C)C. Yields the product O=C(c1ccc2[nH]c(C(=O)N3CCC(C(F)(F)F)CC3)cc2c1)N1CCN(C2CCCC2)CC1. Reaction SMILES: [B-:27]([F:28])([F:29])([F:30])[F:31].[CH3:68][N:69]([CH3:70])[CH:71]=[O:72].[CH:1]1([N:6]2[CH2:7][CH2:8][N:9]([C:12](=[O:13])[c:14]3[cH:15][c:16]4[cH:17][c:18]([C:23](=[O:24])[OH:25])[nH:19][c:20]4[cH:21][cH:22]3)[CH2:10][CH2:11]2)[CH2:2][CH2:3][CH2:4][CH2:5]1.[CH:59]([N:60]([CH2:61][CH3:62])[CH:63]([CH3:64])[CH3:65])([CH3:66])[CH3:67].[ClH:26].[F:49][C:50]([CH:51]1[CH2:52][CH2:53][NH:54][CH2:55][CH2:56]1)([F:57])[F:58].[n:32]1([O:33][C:34]([N:35]([CH3:36])[CH3:37])=[N+:38]([CH3:39])[CH3:40])[c:41]2[cH:42][cH:43][cH:44][cH:45][c:46]2[n:47][n:48]1>>[CH:1]1([N:6]2[CH2:7][CH2:8][N:9]([C:12](=[O:13])[c:14]3[cH:15][c:16]4[cH:17][c:18]([C:23](=[O:25])[N:54]5[CH2:53][CH2:52][CH:51]([C:50]([F:49])([F:57])[F:58])[CH2:56][CH2:55]5)[nH:19][c:20]4[cH:21][cH:22]3)[CH2:10][CH2:11]2)[CH2:2][CH2:3][CH2:4][CH2:5]1. Starting materials: Cc1cc([N+](=O)[O-])cnc1-c1ccc(C(F)(F)F)cc1, CCO, CCOC(C)=O, O, [Pd]. Product: Cc1cc(N)cnc1-c1ccc(C(F)(F)F)cc1. As a reaction SMILES: [CH3:1][c:2]1[c:3](-[c:11]2[cH:12][cH:13][c:14]([C:17]([F:18])([F:19])[F:20])[cH:15][cH:16]2)[n:4][cH:5][c:6]([N+:8]([O-:9])=[O:10])[cH:7]1.[CH3:22][CH2:23][OH:24].[CH3:25][CH2:26][O:27][C:28](=[O:29])[CH3:30].[OH2:21].[Pd:31]>>[CH3:1][c:2]1[c:3](-[c:11]2[cH:12][cH:13][c:14]([C:17]([F:18])([F:19])[F:20])[cH:15][cH:16]2)[n:4][cH:5][c:6]([NH2:8])[cH:7]1. The reactants are C(C)(C)C=1C=CC=C2C=C(NC12)C (7-isopropyl-2-methyl-1H-indole), CN(C)C=O (DMF), [H-].[Na+] (NaH), IC (iodomethane). Run in CCOCC (Et2O). Run at time 1 hour. Product: C(C)(C)C=1C=CC=C2C=C(N(C12)C)C (7-isopropyl-1,2-dimethyl-1H-indole). Isolated yield 41.0%. As a reaction SMILES: [CH:1]([C:4]1[CH:5]=[CH:6][CH:7]=[C:8]2[C:12]=1[NH:11][C:10]([CH3:13])=[CH:9]2)([CH3:3])[CH3:2].[CH3:14]N(C=O)C.[H-].[Na+].IC>CCOCC>[CH:1]([C:4]1[CH:5]=[CH:6][CH:7]=[C:8]2[C:12]=1[N:11]([CH3:14])[C:10]([CH3:13])=[CH:9]2)([CH3:3])[CH3:2] |f:2.3|. Procedure: To a solution of 7-isopropyl-2-methyl-1H-indole (0.75 g, 4.33 mmol) and DMF (2 mL) is added 60% NaH (0.19 g, 4.76 mmol). After 30 minutes iodomethane (0.30 mL, 4.76 mmol) is added and the solution stirred for 1 hour. The solution is diluted with Et2O (30 mL), washed with water (2×20 mL), brine (20 mL) dried over MgSO4, filtered and concentrated. The residue is purified by ISCO (2%-5% EtOAc gradient) to furnish the title compound (0.33 g, 1.76 mmol, 41%). 1H NMR (CDCl3), δ 1.42 (d, J=6.5 Hz, 6H),... Product: CCCn1nc(C(O)c2cccc(O)c2)c2ccccc21. Starting materials: CCCn1nc(C(O)c2cccc(OCc3ccccc3)c2)c2ccccc21, CCO, O=C[O-], [NH4+]. As a reaction SMILES: [CH2:1]([c:2]1[cH:3][cH:4][cH:5][cH:6][cH:7]1)[O:8][c:9]1[cH:10][c:11]([CH:15]([OH:16])[c:17]2[n:18][n:19]([CH2:26][CH2:27][CH3:28])[c:20]3[cH:21][cH:22][cH:23][cH:24][c:25]23)[cH:12][cH:13][cH:14]1.[CH3:33][CH2:34][OH:35].[CH:29]([O-:30])=[O:31].[NH4+:32]>>[OH:8][c:9]1[cH:10][c:11]([CH:15]([OH:16])[c:17]2[n:18][n:19]([CH2:26][CH2:27][CH3:28])[c:20]3[cH:21][cH:22][cH:23][cH:24][c:25]23)[cH:12][cH:13][cH:14]1.